This data is from the Open Reaction Database (ORD), a public repository of structured organic reaction records. The task is: describe an organic reaction: reactants, conditions, products, and yield The reactants are C(C)(=O)O[C@H]1[C@@H](O[C@@H]([C@H]1OC(C)=O)COC(C)=O)N1C2=NC(=NC(=C2N=C1)Cl)Cl (9-(2,3,5-tri-O-acetyl-β-D-ribofuranosyl)-2,6-dichloropurine), C1(=CC=CC=C1)C=1N=CNC1C1=CC=CC=C1 (4,5-diphenylimidazole). Solvent: CN(C)C=O (DMF). Yields the product C(C)(=O)O[C@H]1[C@@H](O[C@@H]([C@H]1OC(C)=O)COC(C)=O)N1C2=NC(=NC(=C2N=C1)N1C=NC(=C1C1=CC=CC=C1)C1=CC=CC=C1)Cl (9-(2,3,5-tri-O-acetyl-β-D-ribofuranosyl)-2-chloro-6-(4,5-diphenylimidazol-1-yl)purine). Yield: 84.0%. Reaction SMILES: [C:1]([O:4][C@@H:5]1[C@H:9]([O:10][C:11](=[O:13])[CH3:12])[C@@H:8]([CH2:14][O:15][C:16](=[O:18])[CH3:17])[O:7][C@H:6]1[N:19]1[CH:27]=[N:26][C:25]2[C:20]1=[N:21][C:22]([Cl:29])=[N:23][C:24]=2Cl)(=[O:3])[CH3:2].[C:30]1([C:36]2[N:37]=[CH:38][NH:39][C:40]=2[C:41]2[CH:46]=[CH:45][CH:44]=[CH:43][CH:42]=2)[CH:35]=[CH:34][CH:33]=[CH:32][CH:31]=1>CN(C=O)C>[C:1]([O:4][C@@H:5]1[C@H:9]([O:10][C:11](=[O:13])[CH3:12])[C@@H:8]([CH2:14][O:15][C:16](=[O:18])[CH3:17])[O:7][C@H:6]1[N:19]1[CH:27]=[N:26][C:25]2[C:20]1=[N:21][C:22]([Cl:29])=[N:23][C:24]=2[N:37]1[C:36]([C:30]2[CH:35]=[CH:34][CH:33]=[CH:32][CH:31]=2)=[C:40]([C:41]2[CH:42]=[CH:43][CH:44]=[CH:45][CH:46]=2)[N:39]=[CH:38]1)(=[O:3])[CH3:2]. Procedure details: A solution of 9-(2,3,5-tri-O-acetyl-β-D-ribofuranosyl)-2,6-dichloropurine (0.45 g, 1.0 mmol) and 4,5-diphenylimidazole (2.21 g, 10 mmol) in DMF (15 mL) was stirred at 65° C. under N2 for 67 h (reaction almost complete, TLC). Volatiles were evaporated in vacuo, and the residue was chromatographed (MeOH/CH2Cl2, 1:90) to give 9-(2,3,5-tri-O-acetyl-β-D-ribofuranosyl)-2-chloro-6-(4,5-diphenylimidazol-1-yl)purine (0.53 g, 83%) and a mixture of 4,5-diphenylimidazole (19 mg) and the title compound (52 m...